Dataset: the Open Reaction Database (ORD), a public repository of structured organic reaction records. Task: describe an organic reaction: reactants, conditions, products, and yield Starting materials: CCS(=O)(=O)Cl, CN1CCN(c2cc(-c3ccc4c(c3)CN(C(=O)CC3CCNCC3)CC4)nc(N)n2)CC1. The product is CCS(=O)(=O)N1CCC(CC(=O)N2CCc3ccc(-c4cc(N5CCN(C)CC5)nc(N)n4)cc3C2)CC1. As a reaction SMILES: [CH2:1]([CH3:2])[S:3](=[O:4])(=[O:5])[Cl:6].[CH3:7][N:8]1[CH2:9][CH2:10][N:11]([c:14]2[n:15][c:16]([NH2:39])[n:17][c:18](-[c:20]3[cH:21][cH:22][c:23]4[c:28]([cH:29]3)[CH2:27][N:26]([C:30]([CH2:31][CH:32]3[CH2:33][CH2:34][NH:35][CH2:36][CH2:37]3)=[O:38])[CH2:25][CH2:24]4)[cH:19]2)[CH2:12][CH2:13]1>>[CH2:1]([CH3:2])[S:3](=[O:4])(=[O:5])[N:35]1[CH2:34][CH2:33][CH:32]([CH2:31][C:30]([N:26]2[CH2:25][CH2:24][c:23]3[cH:22][cH:21][c:20](-[c:18]4[n:17][c:16]([NH2:39])[n:15][c:14]([N:11]5[CH2:10][CH2:9][N:8]([CH3:7])[CH2:13][CH2:12]5)[cH:19]4)[cH:29][c:28]3[CH2:27]2)=[O:38])[CH2:37][CH2:36]1. The reactants are Cl.CS(=O)(=O)NC=1C=CC2=C(OC(CO2)CN)C1 (7-methylsulfonylamino-2,3-dihydro-1,4-benzodioxin-2-methanamine hydrochloride), COC=1C=C2C(=CNC2=CC1)CCCC(=O)O (5-Methoxyindole-3-butyric acid), O.ON1N=NC2=C1C=CC=C2 (1-hydroxybenzotriazole hydrate), C(C)(C)N=C=NC(C)C (1,3-diisopropylcarbodiimide). Solvent: CN(C)C=O (DMF), CN(C)C=O (DMF). Conditions: time 2 hour. The product is COC=1C=C2C(=CNC2=CC1)CCCCNCC1OC2=C(OC1)C=CC(=C2)NS(=O)(=O)C (N-(3-{[4-(5-Methoxy-1 H-indol-3-yl)-butylamino]-methyl}-2,3-dihydrobenzo[1,4]dioxin-6-yl)-methanesulfonamide). The yield is 81.6%. As a reaction SMILES: [CH3:1][O:2][C:3]1[CH:4]=[C:5]2[C:9](=[CH:10][CH:11]=1)[NH:8][CH:7]=[C:6]2[CH2:12][CH2:13][CH2:14][C:15](O)=O.O.ON1C2C=CC=CC=2N=N1.C(N=C=NC(C)C)(C)C.Cl.[CH3:39][S:40]([NH:43][C:44]1[CH:45]=[CH:46][C:47]2[O:52][CH2:51][CH:50]([CH2:53][NH2:54])[O:49][C:48]=2[CH:55]=1)(=[O:42])=[O:41]>CN(C=O)C>[CH3:1][O:2][C:3]1[CH:4]=[C:5]2[C:9](=[CH:10][CH:11]=1)[NH:8][CH:7]=[C:6]2[CH2:12][CH2:13][CH2:14][CH2:15][NH:54][CH2:53][CH:50]1[CH2:51][O:52][C:47]2[CH:46]=[CH:45][C:44]([NH:43][S:40]([CH3:39])(=[O:42])=[O:41])=[CH:55][C:48]=2[O:49]1 |f:1.2,4.5|. Procedure: 5-Methoxyindole-3-butyric acid (0.75 g, 3.2 mmole), 1-hydroxybenzotriazole hydrate (0.52 g, 3.8 mmole) and 1,3-diisopropylcarbodiimide (1.2 ml, 7.6 mmole) were combined in 100 ml of DMF and stirred at room temperature for 2 hours under a nitrogen atmosphere. To this was added dropwise 7-methylsulfonylamino-2,3-dihydro-1,4-benzodioxin-2-methanamine hydrochloride (0.9 g, 3.2 mmole) in 50 ml of DMF and the mixture was further stirred for 48 hours. The solvent was removed and the residue partitioned... Starting materials: [O-]Cl.[Na+] (NaOCl), FC(C1=NNC=C1)(F)F (3-trifluoromethylpyrazole). Run in C(C)(=O)O (acetic acid). The product is ClC=1C(=NNC1)C(F)(F)F (4-Chloro-3-trifluoromethyl-1H-pyrazole). RXN SMILES: [F:1][C:2]([F:9])([F:8])[C:3]1[CH:7]=[CH:6][NH:5][N:4]=1.[O-][Cl:11].[Na+]>C(O)(=O)C>[Cl:11][C:7]1[C:3]([C:2]([F:9])([F:8])[F:1])=[N:4][NH:5][CH:6]=1 |f:1.2|. Procedure details: Following protocol K, 3-trifluoromethylpyrazole was treated with glacial acetic acid and NaOCl, yielding title compound. Reactants: N1=C(C=CC=C1)OCC1=CC=C(CC2=NOC(=C2)C=2C(=NC=CC2)N(C(=O)OC(C)(C)C)C(=O)OC(C)(C)C)C=C1 (di-tert-butyl (3-(3-(4-((pyridin-2-yloxy)methyl)benzyl)isoxazol-5-yl)pyridin-2-yl)imidodicarbonate), FC(C(=O)O)(F)F (trifluoracetic acid), C([O-])(O)=O.[Na+] (sodium bicarbonate). The solvent is ClCCl (dichloromethane). Conditions: time 14 hour. The product is N1=C(C=CC=C1)OCC1=CC=C(CC2=NOC(=C2)C=2C(=NC=CC2)N)C=C1 (3-(3-(4(Pyridin-2-yloxymethyl)-benzyl)-isoxazol-5yl)-pyridin-2-ylamine). Yield: 96.3%. RXN SMILES: [N:1]1[CH:6]=[CH:5][CH:4]=[CH:3][C:2]=1[O:7][CH2:8][C:9]1[CH:41]=[CH:40][C:12]([CH2:13][C:14]2[CH:18]=[C:17]([C:19]3[C:20]([N:25](C(OC(C)(C)C)=O)C(OC(C)(C)C)=O)=[N:21][CH:22]=[CH:23][CH:24]=3)[O:16][N:15]=2)=[CH:11][CH:10]=1.FC(F)(F)C(O)=O.C(=O)(O)[O-].[Na+]>ClCCl>[N:1]1[CH:6]=[CH:5][CH:4]=[CH:3][C:2]=1[O:7][CH2:8][C:9]1[CH:41]=[CH:40][C:12]([CH2:13][C:14]2[CH:18]=[C:17]([C:19]3[C:20]([NH2:25])=[N:21][CH:22]=[CH:23][CH:24]=3)[O:16][N:15]=2)=[CH:11][CH:10]=1 |f:2.3|. Reported procedure: To a dichloromethane (120 mL) solution of di-tert-butyl (3-(3-(4-((pyridin-2-yloxy)methyl)benzyl)isoxazol-5-yl)pyridin-2-yl)imidodicarbonate (11.8 g, purity about 70%) described in Manufacturing Example 3-1-2 was added trifluoracetic acid (40 mL) at 0° C., which was stirred at room temperature for 14 hours. To the reaction mixture was added saturated aqueous sodium bicarbonate at 20° C. or less, which was then extracted with ethyl acetate and purified by NH silica gel column chromatography (hept... Reactants: C(C)(=O)OCC (ethyl acetate), N1CCCC1 (Pyrrolidine), C([O-])([O-])=O.[K+].[K+] (potassium carbonate), BrC1=CC=C(S1)S(=O)(=O)Cl (5-Bromo-2-thiophenesulfonyl chloride). The solvent is ClCCl (dichloromethane), [Cl-].[Na+].O (brine), hexanes. Run at temperature 23 celsius, time 1 hour. The product is BrC1=CC=C(S1)S(=O)(=O)N1CCCC1 (1-[(5-Bromo-2-thienyl)sulfonyl]pyrrolidine). As a reaction SMILES: [Br:1][C:2]1[S:6][C:5]([S:7](Cl)(=[O:9])=[O:8])=[CH:4][CH:3]=1.[NH:11]1[CH2:15][CH2:14][CH2:13][CH2:12]1.C(=O)([O-])[O-].[K+].[K+].C(OCC)(=O)C>ClCCl.[Cl-].[Na+].O>[Br:1][C:2]1[S:6][C:5]([S:7]([N:11]2[CH2:15][CH2:14][CH2:13][CH2:12]2)(=[O:9])=[O:8])=[CH:4][CH:3]=1 |f:2.3.4,7.8.9|. Procedure details: 5-Bromo-2-thiophenesulfonyl chloride (523 mg, 2 mmol) was dissolved in dichloromethane (20 mL). Pyrrolidine (213 mg, 3 mmol) and potassium carbonate (829 mg, 6 mmol,) are added, and the mixture was stirred at 23° C. for 1 h. After tlc (30% ethyl acetate in hexanes) indicated that the reaction had gone to completion, brine was added and the mixture was extracted with dichloromethane. The combined organic layers were dried (Na2SO4), filtered, and concentrated. The crude product was purified by isc...